This data is from the Open Reaction Database (ORD), a public repository of structured organic reaction records. The task is: describe an organic reaction: reactants, conditions, products, and yield Starting materials: CN1CCN(CC1)C=1OC2=C(N1)C=CC(=C2)[N+](=O)[O-] (2-(4-methyl-1-piperazinyl)-6-nitrobenzoxazole), C(C=C)I (allyl iodide). The solvent is CN(C)C=O (DMF). Run at time 1 hour. The product is [I-].C(C=C)[N+]1(CCN(CC1)C=1OC2=C(N1)C=CC(=C2)[N+](=O)[O-])C (1-Allyl-1-methyl-4-(6-nitrobenzoxazol-2-yl)piperazinium iodide). As a reaction SMILES: [CH3:1][N:2]1[CH2:7][CH2:6][N:5]([C:8]2[O:9][C:10]3[CH:16]=[C:15]([N+:17]([O-:19])=[O:18])[CH:14]=[CH:13][C:11]=3[N:12]=2)[CH2:4][CH2:3]1.[CH2:20]([I:23])[CH:21]=[CH2:22]>CN(C=O)C>[I-:23].[CH2:20]([N+:2]1([CH3:1])[CH2:7][CH2:6][N:5]([C:8]2[O:9][C:10]3[CH:16]=[C:15]([N+:17]([O-:19])=[O:18])[CH:14]=[CH:13][C:11]=3[N:12]=2)[CH2:4][CH2:3]1)[CH:21]=[CH2:22] |f:3.4|. Procedure details: Under cooling with ice, 50 mg of 2-(4-methyl-1-piperazinyl)-6-nitrobenzoxazole dissolved in 5 ml of DMF was mixed with 0.021 ml of allyl iodide, and the reaction was carried out for 1 hour at the same temperature and then for 19 hours at room temperature. The reaction mixture was concentrated under a reduced pressure, and the resulting residue was purified by Sephadex LH-20 (Pharmacia) (chloroform:methanol=1:1) to obtain 67 mg of the title compound. The reactants are ClC1=CC=C(C=N1)C(=O)OCC (ethyl 6-chloropyridine-3-carboxylate), C(C)N1CCNCC1 (1-ethylpiperazine). Run at temperature 96 celsius, time 5 minute. The product is C(C)N1CCN(CC1)C1=CC=C(C=N1)C(=O)OCC (Ethyl 6-(4-ethyl-1-piperazinyl)pyridine-3-carboxylate). RXN SMILES: Cl[C:2]1[N:7]=[CH:6][C:5]([C:8]([O:10][CH2:11][CH3:12])=[O:9])=[CH:4][CH:3]=1.[CH2:13]([N:15]1[CH2:20][CH2:19][NH:18][CH2:17][CH2:16]1)[CH3:14]>>[CH2:13]([N:15]1[CH2:20][CH2:19][N:18]([C:2]2[N:7]=[CH:6][C:5]([C:8]([O:10][CH2:11][CH3:12])=[O:9])=[CH:4][CH:3]=2)[CH2:17][CH2:16]1)[CH3:14]. Procedure: To 55.69 g of ethyl 6-chloropyridine-3-carboxylate was added 115 ml of 1-ethylpiperazine and the mixture was heated with stirring (55-137° C.) for 5 minutes. After completion of the reaction, the 1-ethylpiperazine was distilled off under reduced pressure, the residue was crystallized from water-metanol. The crystal was washed with water and then dried under reduced pressure to afford 71.89 g of the title compound as a colorless crystal. As a reaction SMILES: [Ag+:42].[C:1]([c:2]1[cH:3][cH:4][cH:5][cH:6][cH:7]1)([c:8]1[cH:9][cH:10][cH:11][cH:12][cH:13]1)([c:14]1[cH:15][cH:16][cH:17][cH:18][cH:19]1)[S:20][CH2:21][CH2:22][n:23]1[cH:24][n:25][c:26]2[c:27]1[cH:28][cH:29][cH:30][cH:31]2.[CH3:43][OH:44].[CH:45]([Cl:46])([Cl:47])[Cl:48].[N+:38]([O-:39])([O-:40])=[O:41].[cH:32]1[cH:33][cH:34][n:35][cH:36][cH:37]1>>[Ag:42].[SH:20][CH2:21][CH2:22][n:23]1[cH:24][n:25][c:26]2[c:27]1[cH:28][cH:29][cH:30][cH:31]2. The product is [Ag], SCCn1cnc2ccccc21. The reactants are [Ag+], c1ccc(C(SCCn2cnc3ccccc32)(c2ccccc2)c2ccccc2)cc1, CO, ClC(Cl)Cl, O=[N+]([O-])[O-], c1ccncc1. As a reaction SMILES: [Br:25][CH2:26][CH2:27][CH2:28][CH2:29][Cl:30].[Cl:8][c:9]1[c:10]([OH:24])[c:11]([Cl:23])[cH:12][c:13]([O:15][CH2:16][c:17]2[cH:18][cH:19][cH:20][cH:21][cH:22]2)[cH:14]1.[OH:1][c:2]1[cH:3][cH:4][cH:5][cH:6][cH:7]1>>[Cl:8][c:9]1[c:10]([O:24][CH2:26][CH2:27][CH2:28][CH2:29][Cl:30])[c:11]([Cl:23])[cH:12][c:13]([O:15][CH2:16][c:17]2[cH:18][cH:19][cH:20][cH:21][cH:22]2)[cH:14]1. The product is ClCCCCOc1c(Cl)cc(OCc2ccccc2)cc1Cl. The reactants are ClCCCCBr, Oc1c(Cl)cc(OCc2ccccc2)cc1Cl, Oc1ccccc1. Starting materials: CCOC(=O)c1cn(Cc2ccccc2)nc1OCc1ccc(OCc2nc(-c3ccco3)oc2C)c(OCc2ccccc2)c1, CCO, Cl, [Na+], C1CCOC1, [OH-], O. Product: Cc1oc(-c2ccco2)nc1COc1ccc(COc2nn(Cc3ccccc3)cc2C(=O)O)cc1OCc1ccccc1. RXN SMILES: [CH2:1]([c:2]1[cH:3][cH:4][cH:5][cH:6][cH:7]1)[n:8]1[n:9][c:10]([O:18][CH2:19][c:20]2[cH:21][c:22]([O:39][CH2:40][c:41]3[cH:42][cH:43][cH:44][cH:45][cH:46]3)[c:23]([O:26][CH2:27][c:28]3[n:29][c:30](-[c:34]4[o:35][cH:36][cH:37][cH:38]4)[o:31][c:32]3[CH3:33])[cH:24][cH:25]2)[c:11]([C:13](=[O:14])[O:15][CH2:16][CH3:17])[cH:12]1.[CH3:56][CH2:57][OH:58].[ClH:54].[Na+:53].[O:47]1[CH2:48][CH2:49][CH2:50][CH2:51]1.[OH-:52].[OH2:55]>>[CH2:1]([c:2]1[cH:3][cH:4][cH:5][cH:6][cH:7]1)[n:8]1[n:9][c:10]([O:18][CH2:19][c:20]2[cH:21][c:22]([O:39][CH2:40][c:41]3[cH:42][cH:43][cH:44][cH:45][cH:46]3)[c:23]([O:26][CH2:27][c:28]3[n:29][c:30](-[c:34]4[o:35][cH:36][cH:37][cH:38]4)[o:31][c:32]3[CH3:33])[cH:24][cH:25]2)[c:11]([C:13](=[O:14])[OH:15])[cH:12]1. Starting materials: O=C1Cc2cc3c(cc2C(c2ccccc2)=NN1c1ccc([N+](=O)[O-])cc1)OCO3, CCO, Cl, NN, O. Yields the product Nc1ccc(N2N=C(c3ccccc3)c3cc4c(cc3CC2=O)OCO4)cc1. As a reaction SMILES: [CH2:1]1[O:2][c:3]2[c:4]([cH:5][c:6]3[c:7]([cH:29]2)[CH2:8][C:9](=[O:28])[N:10]([c:19]2[cH:20][cH:21][c:22]([N+:25]([O-:26])=[O:27])[cH:23][cH:24]2)[N:11]=[C:12]3[c:13]2[cH:14][cH:15][cH:16][cH:17][cH:18]2)[O:30]1.[CH3:35][CH2:36][OH:37].[ClH:31].[NH2:33][NH2:34].[OH2:32]>>[CH2:1]1[O:2][c:3]2[c:4]([cH:5][c:6]3[c:7]([cH:29]2)[CH2:8][C:9](=[O:28])[N:10]([c:19]2[cH:20][cH:21][c:22]([NH2:25])[cH:23][cH:24]2)[N:11]=[C:12]3[c:13]2[cH:14][cH:15][cH:16][cH:17][cH:18]2)[O:30]1. Starting materials: CCc1nn2c(c1Br)CCCC2, [Li]C(C)(C)C, C1CCOC1, CC(C)(C)OC(=O)N1CCC(=O)CC1. Product: CCc1nn2c(c1C1(O)CCN(C(=O)OC(C)(C)C)CC1)CCCC2. As a reaction SMILES: [Br:1][c:2]1[c:3]([CH2:11][CH3:12])[n:4][n:5]2[c:6]1[CH2:7][CH2:8][CH2:9][CH2:10]2.[C:13]([Li:14])([CH3:15])([CH3:16])[CH3:17].[CH2:32]1[O:33][CH2:34][CH2:35][CH2:36]1.[O:18]=[C:19]1[CH2:20][CH2:21][N:22]([C:25](=[O:26])[O:27][C:28]([CH3:29])([CH3:30])[CH3:31])[CH2:23][CH2:24]1>>[c:2]1([C:19]2([OH:18])[CH2:20][CH2:21][N:22]([C:25](=[O:26])[O:27][C:28]([CH3:29])([CH3:30])[CH3:31])[CH2:23][CH2:24]2)[c:3]([CH2:11][CH3:12])[n:4][n:5]2[c:6]1[CH2:7][CH2:8][CH2:9][CH2:10]2. Starting materials: OC1=CC=C(C=C1)CCC(C)=O (4-(4-Hydroxyphenyl)-2-butanone), [OH-].[Na+] (sodium hydroxide), [OH-].[K+] (potassium hydroxide), BrCCCCC (1-bromopentane), resultant mixture, resultant mixture. Solvent: O (water). Yields the product C(CCCC)OC1=CC=C(C=C1)CCC(C)=O (4-(4-pentoxyphenyl)-2-butanone). Isolated yield 90.1%. RXN SMILES: [OH:1][C:2]1[CH:7]=[CH:6][C:5]([CH2:8][CH2:9][C:10](=[O:12])[CH3:11])=[CH:4][CH:3]=1.[OH-].[K+].Br[CH2:16][CH2:17][CH2:18][CH2:19][CH3:20].[OH-].[Na+]>O>[CH2:16]([O:1][C:2]1[CH:3]=[CH:4][C:5]([CH2:8][CH2:9][C:10](=[O:12])[CH3:11])=[CH:6][CH:7]=1)[CH2:17][CH2:18][CH2:19][CH3:20] |f:1.2,4.5|. Procedure details: 4-(4-Hydroxyphenyl)-2-butanone (49 g) was added by portions while warming to a stirred solution of potassium hydroxide (0.33 m) in 15 ml of water. To this was added dropwise, 49.8 g of 1-bromopentane and the resultant mixture was stirred at reflux temperature overnight. The mixture was allowed to cool after which 500 ml of 20% sodium hydroxide was added and the resultant mixture was stirred an additional 30 minutes followed by extraction with ethylacetate. The organic extracts were dried and eva...